Dataset: the Open Reaction Database (ORD), a public repository of structured organic reaction records. Task: describe an organic reaction: reactants, conditions, products, and yield The reactants are C1(=NC(=O)N=C(N1)N)N (ammeline), NC(=O)N (urea), CN1C(CCC1)=O (N-methylpyrrolidone). The product is N1C(=O)NC(=O)NC1=O (cyanuric acid). The yield is 60.0%. As a reaction SMILES: [NH2:1][C:2]([NH2:4])=[O:3].C1(N)N[C:10](N)=[N:9][C:7](=[O:8])N=1.CN1CCCC1=[O:20]>>[NH:1]1[C:10](=[O:20])[NH:9][C:7](=[O:8])[NH:4][C:2]1=[O:3]. Reported procedure: 300 g of urea prills and 495 g of N-methylpyrrolidone were charged into a 1-liter glass reactor fitted with stirrer, condenser and thermometer. The reaction mixture was heated with a mantle and maintained at reflux for a 2-hour period during which the reaction temperature increased from 185° to 212° C. On cooling, the reaction mixture solidified at about 35° C. The reaction mixture was reheated to about 160° C. to make it stirrable, cooled to 40°-50° C. and filtered. The cake set up in the filte... Starting materials: SCCS, CCO, O=Cc1ccc([N+](=O)[O-])cc1. Product: O=[N+]([O-])c1ccc(C2SCCS2)cc1. Reaction SMILES: [CH2:12]([CH2:13][SH:14])[SH:15].[CH3:16][CH2:17][OH:18].[N+:1](=[O:2])([O-:3])[c:4]1[cH:5][cH:6][c:7]([CH:8]=[O:9])[cH:10][cH:11]1>>[N+:1](=[O:2])([O-:3])[c:4]1[cH:5][cH:6][c:7]([CH:8]2[S:14][CH2:13][CH2:12][S:15]2)[cH:10][cH:11]1. Solvent: O (water), CS(=O)C (DMSO), C(C)N(CC)CC (triethylamine). Procedure details: To a suspension of potassium carbonate (20.0 g) in DMSO (7 ml) was added triethylamine (3 ml) and 2-propyn-1-amine (7.10 g, 1.29×10-1 mole). 2-Fluoro-5-nitrotoluene (20.00 g, 1.29×10-1 mole) was added with stirring and the reaction mixture was heated at 50° C. for three days. The mixture was cooled, poured into excess water, and extracted with methylene chloride. The methylene chloride solution was dried over sodium sulfate, filtered and evaporated. The residue was chromotographed on a silica co... Run at temperature 50 celsius. RXN SMILES: C(=O)([O-])[O-].[K+].[K+].[CH2:7]([NH2:10])[C:8]#[CH:9].F[C:12]1[CH:17]=[CH:16][C:15]([N+:18]([O-:20])=[O:19])=[CH:14][C:13]=1[CH3:21].[K+].[Br-]>CS(C)=O.O.C(N(CC)CC)C>[CH2:7]([NH:10][C:12]1[CH:17]=[CH:16][C:15]([N+:18]([O-:20])=[O:19])=[CH:14][C:13]=1[CH3:21])[C:8]#[CH:9] |f:0.1.2,5.6|. Reactants: [K+].[Br-] (KBr), C([O-])([O-])=O.[K+].[K+] (potassium carbonate), Ar-NO2, FC1=C(C=C(C=C1)[N+](=O)[O-])C (2-Fluoro-5-nitrotoluene), C(C#C)N (2-propyn-1-amine). The product is C(C#C)NC1=C(C=C(C=C1)[N+](=O)[O-])C (N-(2-Propynyl)-2-methyl-4-nitroaniline). The reactants are O=C([O-])[O-], CN(C)C=O, CI, O=C(O)c1cnccc1C(F)(F)F, [K+], [K+], O. The product is COC(=O)c1cnccc1C(F)(F)F. As a reaction SMILES: [C:1](=[O:2])([O-:3])[O-:4].[CH3:23][N:24]([CH3:25])[CH:26]=[O:27].[CH3:7][I:8].[F:9][C:10]([c:11]1[cH:12][cH:13][n:14][cH:15][c:16]1[C:17](=[O:18])[OH:19])([F:20])[F:21].[K+:5].[K+:6].[OH2:22]>>[CH3:1][O:19][C:17]([c:16]1[c:11]([C:10]([F:9])([F:20])[F:21])[cH:12][cH:13][n:14][cH:15]1)=[O:18].